This data is from the Open Reaction Database (ORD), a public repository of structured organic reaction records. The task is: describe an organic reaction: reactants, conditions, products, and yield Reactants: COC(C1=CC(=C(C(=C1)OC)CC=C)O)=O (4-allyl-3-hydroxy-5-methoxybenzoic acid methyl ester), 48. Solvent: C(C)(=O)O (acetic acid). Yields the product COC1=CC(=CC2=C1CC(O2)C)C(=O)O (2,3-dihydro-4-methoxy-2-methyl-6-benzofurancarboxylic acid). The yield is 60.0%. Reaction SMILES: C[O:2][C:3](=[O:16])[C:4]1[CH:9]=[C:8]([O:10][CH3:11])[C:7]([CH2:12][CH:13]=[CH2:14])=[C:6]([OH:15])[CH:5]=1>C(O)(=O)C>[CH3:11][O:10][C:8]1[C:7]2[CH2:12][CH:13]([CH3:14])[O:15][C:6]=2[CH:5]=[C:4]([C:3]([OH:2])=[O:16])[CH:9]=1. Reported procedure: 1 gram of 4-allyl-3-hydroxy-5-methoxybenzoic acid methyl ester in 5 cc of glacial acetic acid and 1.5 cc of 48%HBR is refluxed for 3 hours. After this time the mixture is concentrated to dryness and the crude residue is dissolved in an aqueous alkali solution. 0.3 grams of dimethyl sulfate are added to the resulting solution which is refluxed for two additional hours. The compound of the title which precipitates upon acidification of the cooled reaction mixture is recrystallized from ethyl ether... Starting materials: ClC1=C(C=CC(=C1)Cl)C(C1C(OC(OC1=O)(C)C)=O)C1=CNC2=C(C=C(C=C12)F)CSC (5-[(2,4-Dichlorophenyl){5-fluoro-7-[(methylsulfanyl)methyl]-1H-indol-3-yl}methyl]-2,2-dimethyl-1,3-dioxane-4,6-dione). Reagents/catalysts: [Cu] (copper). Solvent: N1=CC=CC=C1 (pyridine), C(C)O (ethanol). The product is ClC1=C(C=CC(=C1)Cl)C(CC(=O)OCC)C1=CNC2=C(C=C(C=C12)F)CSC (Ethyl 3-(2,4-dichlorophenyl)-3-{5-fluoro-7-[(methylsulfanyl)methyl]-1H-indol-3-yl}propanoate). As a reaction SMILES: [Cl:1][C:2]1[CH:7]=[C:6]([Cl:8])[CH:5]=[CH:4][C:3]=1[CH:9]([C:20]1[C:28]2[C:23](=[C:24]([CH2:30][S:31][CH3:32])[CH:25]=[C:26]([F:29])[CH:27]=2)[NH:22][CH:21]=1)[CH:10]1C(=O)O[C:13](C)([CH3:17])[O:12][C:11]1=[O:19]>N1C=CC=CC=1.C(O)C.[Cu]>[Cl:1][C:2]1[CH:7]=[C:6]([Cl:8])[CH:5]=[CH:4][C:3]=1[CH:9]([C:20]1[C:28]2[C:23](=[C:24]([CH2:30][S:31][CH3:32])[CH:25]=[C:26]([F:29])[CH:27]=2)[NH:22][CH:21]=1)[CH2:10][C:11]([O:12][CH2:13][CH3:17])=[O:19]. Procedure: 2.8 mg (0.05 mmol) of copper powder were added to 3.10 g of the compound from Example 18A with a purity of 68% (4.23 mmol) in 34 ml of pyridine and 8 ml of ethanol. The reaction mixture was heated under reflux for 1 h. It was concentrated, and the crude product was purified by preparative HPLC (RP18 column; mobile phase: acetonitrile/water gradient) to result in 1.52 g (82% of theory) of the title compound. The reactants are COC(=C(C#N)C#N)SC (dicyanoketene dimethyl thioacetal), formula III, N#CN (cyanamide), C(#N)C(C#N)=C(SC)NC#N (2-cyano-3-cyanoamino-3-methylthio-acrylonitrile), formula IV, Cl (hydrochloric acid). Yields the product NC1=NC(=NC(=C1C#N)SC)Cl (4-amino-2-chloro-5-cyano-6-(methylthio)pyrimidine). As a reaction SMILES: COC(SC)=C(C#N)C#N.N#CN.[C:14]([C:16](=[C:19]([NH:22][C:23]#[N:24])[S:20][CH3:21])[C:17]#[N:18])#[N:15].[ClH:25]>>[NH2:15][C:14]1[C:16]([C:17]#[N:18])=[C:19]([S:20][CH3:21])[N:22]=[C:23]([Cl:25])[N:24]=1. Reported procedure: Process for the production of 4-amino-2-chloro-5-cyano-6-(methylthio)pyrimidine of the formula: ##STR9## comprising reacting malononitrile with carbon disulfide in the presence of a strong base to obtain a dianion of dicyanodithioacetic acid of the formula: ##STR10## and then is methylating the dianion of dicyanodithioacetic acid of formula II with a methylating agent to obtain a dicyanoketene dimethyl thioacetal of the formula: ##STR11## condensing the dicyanoketene dimethyl thioacetal of formu... Starting materials: CON(C(CC)=O)C (N-methoxy-N-methylpropanamide), C(C)(CC)[Li] (sec-butyl lithium), C(C)(C)(C)OC(=O)NC1=C(C(=CC=C1)OC)C (N-tert-butoxycarbonyl-3-methoxy-2-methylaniline). Solvent: C1CCOC1 (THF), C1CCCCC1 (cyclohexane), C1CCOC1 (THF). Conditions: temperature -60 celsius, time 5 minute. Yields the product C(C)(C)(C)OC(=O)NC1=C(C(=CC=C1)OC)CC(CC)=O (1-[2-(tert-butoxycarbonylamino)-6-methoxyphenyl]-2-butanone). RXN SMILES: C([Li])(CC)C.[C:6]([O:10][C:11]([NH:13][C:14]1[CH:19]=[CH:18][CH:17]=[C:16]([O:20][CH3:21])[C:15]=1[CH3:22])=[O:12])([CH3:9])([CH3:8])[CH3:7].CON(C)[C:26](=[O:29])[CH2:27][CH3:28]>C1CCCCC1.C1COCC1>[C:6]([O:10][C:11]([NH:13][C:14]1[CH:19]=[CH:18][CH:17]=[C:16]([O:20][CH3:21])[C:15]=1[CH2:22][C:26](=[O:29])[CH2:27][CH3:28])=[O:12])([CH3:9])([CH3:8])[CH3:7]. Procedure details: A solution of 140 mL (0.18 mol) of 1.3M sec-butyl lithium in cyclohexane was added slowly to N-tert-butoxycarbonyl-3-methoxy-2-methylaniline (21.3 g, 0.09 mol) in 250 mL of THF keeping the temperature below -40° C. with a dry ice-ethanol bath. The bath was removed and the temperature allowed to rise to 0° C. and then the bath replaced. After the temperature had cooled to -60° C., 18.5 g (0.18 mol) of N-methoxy-N-methylpropanamide in an equal volume of THF was added dropwise. The reaction mixture... The reactants are CN(C)C (trimethylamine), BrC=1C=C(C=NC1)C1=CC(=NC2=NC=CC=C12)C1=C(C=CC=C1)F (4-(5-bromo-pyridin-3-yl)-2-(2-fluoro-phenyl)-[1,8]naphthyridine), O1C(CCCC1)OCCN1N=CC(=C1)B1OC(C(O1)(C)C)(C)C (1-[2-(tetrahydro-pyran-2-yloxy)-ethyl]-4-(4,4,5,5-tetramethyl-[1,3,2]dioxaborolan-2-yl)-1H-pyrazole), CC1(OB(OC1(C)C)C=1C=NNC1)C (4-(4,4,5,5-tetramethyl-[1,3,2]dioxaborolan-2-yl)-1H-pyrazole), ClC=1C=CC(=C(C1)C1=NC2=NC=CC=C2C(=C1)C=1C=NC=C(C1)C=1C=NN(C1)CCN1CCCC1)F (2-(5-Chloro-2-fluoro-phenyl)-4-{5-[1-(2-pyrrolidin-1-yl-ethyl)-1H-pyrazol-4-yl]-pyridin-3-yl}-[1,8]naphthyridine), O.O.O.P(=O)([O-])([O-])[O-].[K+].[K+].[K+] (tri-potassium-phosphate-trihydrate). The reagents and catalysts are C1=CC=C(C=C1)P(C2=CC=CC=C2)C3=CC=CC=C3.C1=CC=C(C=C1)P(C2=CC=CC=C2)C3=CC=CC=C3.Cl[Pd]Cl (bis-(triphenylphosphine)-palladium(II)-chloride). Run in COCCOC (1,2-dimethoxyethane). Run at temperature 85 celsius, time 16 hour. The product is FC1=C(C=CC=C1)C1=NC2=NC=CC=C2C(=C1)C=1C=NC=C(C1)C=1C=NN(C1)CCOC1OCCCC1 (2-(2-fluoro-phenyl)-4-(5-{1-[2-(tetrahydro-pyran-2-yloxy)-ethyl]-1H-pyrazol-4-yl}-pyridin-3-yl)-[1,8]naphthyridine). Reaction SMILES: Br[C:2]1[CH:3]=[C:4]([C:8]2[C:17]3[C:12](=[N:13][CH:14]=[CH:15][CH:16]=3)[N:11]=[C:10]([C:18]3[CH:23]=[CH:22][CH:21]=[CH:20][C:19]=3[F:24])[CH:9]=2)[CH:5]=[N:6][CH:7]=1.[O:25]1[CH2:30][CH2:29][CH2:28][CH2:27][CH:26]1[O:31][CH2:32][CH2:33][N:34]1[CH:38]=[C:37](B2OC(C)(C)C(C)(C)O2)[CH:36]=[N:35]1.CC1(C)C(C)(C)OB(C2C=NNC=2)O1.ClC1C=CC(F)=C(C2C=C(C3C=NC=C(C4C=NN(CCN5CCCC5)C=4)C=3)C3C(=NC=CC=3)N=2)C=1.O.O.O.P([O-])([O-])([O-])=O.[K+].[K+].[K+].CN(C)C>COCCOC.C1C=CC(P(C2C=CC=CC=2)C2C=CC=CC=2)=CC=1.C1C=CC(P(C2C=CC=CC=2)C2C=CC=CC=2)=CC=1.Cl[Pd]Cl>[F:24][C:19]1[CH:20]=[CH:21][CH:22]=[CH:23][C:18]=1[C:10]1[CH:9]=[C:8]([C:4]2[CH:5]=[N:6][CH:7]=[C:2]([C:37]3[CH:36]=[N:35][N:34]([CH2:33][CH2:32][O:31][CH:26]4[CH2:27][CH2:28][CH2:29][CH2:30][O:25]4)[CH:38]=3)[CH:3]=2)[C:17]2[C:12](=[N:13][CH:14]=[CH:15][CH:16]=2)[N:11]=1 |f:4.5.6.7.8.9.10,13.14.15|. Procedure: A slurry of 380 mg (1.00 mmol) 4-(5-bromo-pyridin-3-yl)-2-(2-fluoro-phenyl)-[1,8]naphthyridine, 354 mg (1.10 mmol) 1-[2-(tetrahydro-pyran-2-yloxy)-ethyl]-4-(4,4,5,5-tetramethyl-[1,3,2]dioxaborolan-2-yl)-1H-pyrazole (prepared from 4-(4,4,5,5-tetramethyl-[1,3,2]dioxaborolan-2-yl)-1H-pyrazole and 2-(2-bromo-ethoxy)-tetrahydro-pyran (in analogy to example 10) and 425 mg (2.00 mmol) tri-potassium-phosphate-trihydrate in 3 ml 1,2-dimethoxyethane was heated to 85° C. under nitrogen. Then 35.1 mg (0.05 ... Reactants: C(C)C=1N(C=C(N1)C1=CC=CC=C1)C1=CC=C(C=C1)CCN (2-[4-(2-ethyl-4-phenyl-1H-imidazol-1-yl)phenyl]ethylamine), ClC1=C(C=CC=C1)S(=O)(=O)N=C=O (2-chlorobenzensulfonyl isocyanate). Product: ClC1=C(C=CC=C1)S(=O)(=O)NC(=O)NCCC1=CC=C(C=C1)N1C(=NC(=C1)C1=CC=CC=C1)CC (2-chloro-N-[({2-[4-(2-ethyl-4-phenyl-1h-imidazol-1-yl)phenyl]ethyl}amino) carbonyl]benzenesulfonamide). As a reaction SMILES: [CH2:1]([C:3]1[N:4]([C:14]2[CH:19]=[CH:18][C:17]([CH2:20][CH2:21][NH2:22])=[CH:16][CH:15]=2)[CH:5]=[C:6]([C:8]2[CH:13]=[CH:12][CH:11]=[CH:10][CH:9]=2)[N:7]=1)[CH3:2].[Cl:23][C:24]1[CH:29]=[CH:28][CH:27]=[CH:26][C:25]=1[S:30]([N:33]=[C:34]=[O:35])(=[O:32])=[O:31]>>[Cl:23][C:24]1[CH:29]=[CH:28][CH:27]=[CH:26][C:25]=1[S:30]([NH:33][C:34]([NH:22][CH2:21][CH2:20][C:17]1[CH:16]=[CH:15][C:14]([N:4]2[CH:5]=[C:6]([C:8]3[CH:9]=[CH:10][CH:11]=[CH:12][CH:13]=3)[N:7]=[C:3]2[CH2:1][CH3:2])=[CH:19][CH:18]=1)=[O:35])(=[O:32])=[O:31]. Procedure details: The title compound was prepared according to the procedure described in step 1 of Example 7 from 2-[4-(2-ethyl-4-phenyl-1H-imidazol-1-yl)phenyl]ethylamine and 2-chlorobenzensulfonyl isocyanate. MS (ESI) m/z 509 [M+H]+, 507 [M−H]−, 1H-NMR (DMSO-d6) δ 1.17 (3H, t, J=7.3 Hz), 2.63 (2H, q, J=7.5 Hz), 2.73 (2H, t, J=7.1 Hz), 3.19-3.27 (2H, m), 6.45 (1H, br), 7.20 (1H, t, J=7.3 Hz), 7.30-7.41 (6H, m), 7.49-7.55 (1H, m), 7.61 (1H, br), 7.73 (1H, s), 7.80 (2H, d, J=8.4 Hz), 8.03 (1H, dd, J=7.31 Hz). Procedure details: tert-Butyl (E)-3-{8-[2-(4-isopropyl-1,3-thiazol-2-yl)ethyl]-2-hydroxy-4-oxo-4H-pyrido[1,2-a]pyrimidin-3-yl}-2-propenoate (15 mg) was treated with formic acid (1 ml) in the dark for 1 hour, and added with toluene. The solvent was evaporated under reduced pressure to obtain the title compound (22 mg). As a reaction SMILES: [CH:1]([C:4]1[N:5]=[C:6]([CH2:9][CH2:10][C:11]2[CH:31]=[CH:30][N:14]3[C:15](=[O:29])[C:16](/[CH:20]=[CH:21]/[C:22]([O:24]C(C)(C)C)=[O:23])=[C:17]([OH:19])[N:18]=[C:13]3[CH:12]=2)[S:7][CH:8]=1)([CH3:3])[CH3:2].C(O)=O>C1(C)C=CC=CC=1>[CH:1]([C:4]1[N:5]=[C:6]([CH2:9][CH2:10][C:11]2[CH:31]=[CH:30][N:14]3[C:15](=[O:29])[C:16](/[CH:20]=[CH:21]/[C:22]([OH:24])=[O:23])=[C:17]([OH:19])[N:18]=[C:13]3[CH:12]=2)[S:7][CH:8]=1)([CH3:3])[CH3:2]. Starting materials: C(C)(C)C=1N=C(SC1)CCC1=CC=2N(C(C(=C(N2)O)/C=C/C(=O)OC(C)(C)C)=O)C=C1 (tert-Butyl (E)-3-{8-[2-(4-isopropyl-1,3-thiazol-2-yl)ethyl]-2-hydroxy-4-oxo-4H-pyrido[1,2-a]pyrimidin-3-yl}-2-propenoate), C(=O)O (formic acid). Yields the product C(C)(C)C=1N=C(SC1)CCC1=CC=2N(C(C(=C(N2)O)/C=C/C(=O)O)=O)C=C1 ((E)-3-{8-[2-(4-Isopropyl-1,3-thiazol-2-yl)ethyl]-2-hydroxy-4-oxo-4H-pyrido[1,2-a]pyrimidin-3-yl}-2-propenoic acid). The solvent is C1(=CC=CC=C1)C (toluene). Isolated yield 168.0%.